Dataset: the Open Reaction Database (ORD), a public repository of structured organic reaction records. Task: describe an organic reaction: reactants, conditions, products, and yield Reactants: ClC1=C(C=C(C(=C1)Cl)Cl)[N+](=O)[O-] (2,4,5-Trichloronitrobenzene), N1CCNCC1 (piperazine), C([O-])([O-])=O.[K+].[K+] (potassium carbonate). Solvent: CN(C=O)C (dimethylformamide). The product is N1(CCNCC1)C1=C(C=C(C(=C1)Cl)Cl)[N+](=O)[O-] (2-piperazino-4,5-dichloronitrobenzene). The yield is 59.8%. Reaction SMILES: Cl[C:2]1[CH:7]=[C:6]([Cl:8])[C:5]([Cl:9])=[CH:4][C:3]=1[N+:10]([O-:12])=[O:11].[NH:13]1[CH2:18][CH2:17][NH:16][CH2:15][CH2:14]1.C(=O)([O-])[O-].[K+].[K+]>CN(C)C=O>[N:13]1([C:2]2[CH:7]=[C:6]([Cl:8])[C:5]([Cl:9])=[CH:4][C:3]=2[N+:10]([O-:12])=[O:11])[CH2:18][CH2:17][NH:16][CH2:15][CH2:14]1 |f:2.3.4|. Procedure: 68 g (0.3 mol) of 2,4,5-Trichloronitrobenzene and 77.4 g (0.9 mol) of piperazine were stirred in 100 ml of a dimethylformamide in the presence of 31 g of anhydrous potassium carbonate for one hour at a room temperature of 25° C. to 40° C. and then for one hour at 70° to 80° C. to obtain 49.5 g of 2-piperazino-4,5-dichloronitrobenzene. This compound was reacted with 2-ethylhexanoyl chloride in a solvent of acetonitrile in the presence of pyridine to obtain 2-[N-(2-hexanoyl)piperazino]-4,5-dichlor... RXN SMILES: [CH3:1][CH:2]1[CH2:3][CH2:4][CH:5]([NH:8][C:9]([CH:10]=[CH:11][c:12]2[cH:13][c:14]([O:24][CH3:25])[c:15]([O:18][CH2:19][CH2:20][CH2:21][CH2:22][Cl:23])[cH:16][cH:17]2)=[O:26])[CH2:6][CH2:7]1.[CH3:27][NH:28][CH3:29].[CH3:30][C:31]([CH2:32][CH:33]([CH3:34])[CH3:35])=[O:36]>>[CH3:1][CH:2]1[CH2:3][CH2:4][CH:5]([NH:8][C:9]([CH:10]=[CH:11][c:12]2[cH:13][c:14]([O:24][CH3:25])[c:15]([O:18][CH2:19][CH2:20][CH2:21][CH2:22][N:28]([CH3:27])[CH3:29])[cH:16][cH:17]2)=[O:26])[CH2:6][CH2:7]1. Yields the product COc1cc(C=CC(=O)NC2CCC(C)CC2)ccc1OCCCCN(C)C. Reactants: COc1cc(C=CC(=O)NC2CCC(C)CC2)ccc1OCCCCCl, CNC, CC(=O)CC(C)C. The reactants are ClC1=C(OC2=C1C=C(C=C2)C#N)CC=2NC=CN2 (3-chloro-2-(1-imidazolylmethyl)benzofuran-5-carbonitrile), O (water), O (water), [OH-].[Na+] (sodium hydroxide). The solvent is S(O)(O)(=O)=O (sulphuric acid). Product: ClC1=C(OC2=C1C=C(C=C2)C(=O)O)CC=2NC=CN2 (3-chloro-2-(1-imidazolylmethyl)benzofuran-5-carboxylic acid). RXN SMILES: [Cl:1][C:2]1[C:6]2[CH:7]=[C:8]([C:11]#N)[CH:9]=[CH:10][C:5]=2[O:4][C:3]=1[CH2:13][C:14]1[NH:15][CH:16]=[CH:17][N:18]=1.[OH-:19].[Na+].[OH2:21]>S(=O)(=O)(O)O>[Cl:1][C:2]1[C:6]2[CH:7]=[C:8]([C:11]([OH:21])=[O:19])[CH:9]=[CH:10][C:5]=2[O:4][C:3]=1[CH2:13][C:14]1[NH:15][CH:16]=[CH:17][N:18]=1 |f:1.2|. Procedure: A solution of 3-chloro-2-(1-imidazolylmethyl)benzofuran-5-carbonitrile (0.35 g) in concentrated sulphuric acid (5 ml) and water (5 ml) was heated under reflux for 1 hour and then cooled. The solution was diluted with 5 ml of water and made just alkaline by the addition of 5N sodium hydroxide solution. The solution was filtered and made acidic by the addition of acetic acid. The solid which crystallised out on standing was filtered off, washed with water and dried to give 3-chloro-2-(1-imidazolyl... The reactants are Nc1ncc(Br)cc1OCc1c(F)ccc(F)c1Cl, OB(O)c1ccc2[nH]ccc2c1. Product: Nc1ncc(-c2ccc3[nH]ccc3c2)cc1OCc1c(F)ccc(F)c1Cl. RXN SMILES: [Br:1][c:2]1[cH:3][c:4]([O:9][CH2:10][c:11]2[c:12]([Cl:19])[c:13]([F:18])[cH:14][cH:15][c:16]2[F:17])[c:5]([NH2:8])[n:6][cH:7]1.[nH:20]1[cH:21][cH:22][c:23]2[cH:24][c:25]([B:29]([OH:30])[OH:31])[cH:26][cH:27][c:28]12>>[c:2]1(-[c:25]2[cH:24][c:23]3[cH:22][cH:21][nH:20][c:28]3[cH:27][cH:26]2)[cH:3][c:4]([O:9][CH2:10][c:11]2[c:12]([Cl:19])[c:13]([F:18])[cH:14][cH:15][c:16]2[F:17])[c:5]([NH2:8])[n:6][cH:7]1. The reactants are CO, O=C(O)c1ccnc(-n2[nH]cc(-c3cccnc3)c2=O)c1, O=S(=O)(O)O. Yields the product COC(=O)c1ccnc(-n2[nH]cc(-c3cccnc3)c2=O)c1. RXN SMILES: [CH3:27][OH:28].[O:1]=[c:2]1[c:3](-[c:16]2[cH:17][n:18][cH:19][cH:20][cH:21]2)[cH:4][nH:5][n:6]1-[c:7]1[cH:8][c:9]([C:10](=[O:11])[OH:12])[cH:13][cH:14][n:15]1.[S:22](=[O:23])(=[O:24])([OH:25])[OH:26]>>[O:1]=[c:2]1[c:3](-[c:16]2[cH:17][n:18][cH:19][cH:20][cH:21]2)[cH:4][nH:5][n:6]1-[c:7]1[cH:8][c:9]([C:10]([O:11][CH3:27])=[O:12])[cH:13][cH:14][n:15]1. Starting materials: O=C(O)c1ccc(Br)nc1, CCc1cnc(N2CCNCC2)c(C)c1. Product: CCc1cnc(N2CCN(C(=O)c3ccc(Br)nc3)CC2)c(C)c1. As a reaction SMILES: [Br:1][c:2]1[n:3][cH:4][c:5]([C:6](=[O:7])[OH:8])[cH:9][cH:10]1.[CH2:11]([CH3:12])[c:13]1[cH:14][c:15]([CH3:25])[c:16]([N:19]2[CH2:20][CH2:21][NH:22][CH2:23][CH2:24]2)[n:17][cH:18]1>>[Br:1][c:2]1[n:3][cH:4][c:5]([C:6](=[O:8])[N:22]2[CH2:21][CH2:20][N:19]([c:16]3[c:15]([CH3:25])[cH:14][c:13]([CH2:11][CH3:12])[cH:18][n:17]3)[CH2:24][CH2:23]2)[cH:9][cH:10]1. Reactants: FC1=C(C(=C(C(=C1C(=O)CC(=O)OCC)F)F)F)F (ethyl pentafluorobenzoylacetate), C(OCC)(OCC)OCC (triethyl orthoformate), C(C)(=O)OC(C)=O (diacetyl oxide), C1(CC1)N (cyclopropylamine), ice water. Run at time 2 hour. Product: FC1=C(C(=C(C(=C1C(=O)C(C(=O)OCC)=CNC1CC1)F)F)F)F (ethyl 2-(pentafluorobenzoyl)-3-cyclopropylaminoacrylate). The yield is 72.0%. As a reaction SMILES: [F:1][C:2]1[C:7]([C:8]([CH2:10][C:11]([O:13][CH2:14][CH3:15])=[O:12])=[O:9])=[C:6]([F:16])[C:5]([F:17])=[C:4]([F:18])[C:3]=1[F:19].[CH:20](OCC)(OCC)OCC.C(OC(=O)C)(=O)C.[CH:37]1([NH2:40])[CH2:39][CH2:38]1>>[F:1][C:2]1[C:7]([C:8]([C:10](=[CH:20][NH:40][CH:37]2[CH2:39][CH2:38]2)[C:11]([O:13][CH2:14][CH3:15])=[O:12])=[O:9])=[C:6]([F:16])[C:5]([F:17])=[C:4]([F:18])[C:3]=1[F:19]. Procedure: 70.5 g of ethyl pentafluorobenzoylacetate (0.25 mol), 66.6 g of triethyl orthoformate (0.45 mol) and 77.4 g of diacetyl oxide (0.72 mol) were stirred at 150° C. for 2.5 hours. Fractions having a lower boiling point were evaporated under reduced pressure. To the residue was added 250 ml of anhydrous ethanol. 14.5 g of cyclopropylamine (0.25 mol) was added to the solution under cooling of ice water and the reaction was then carried out at room temperature for 2 hours. The resultingt mixture was fi... The reactants are C(C1=CC=CC=C1)=O (benzaldehyde), COC(CN)=O (glycine methyl ester). The product is COC([C@@H](N)C(O)C1=CC=CC=C1)=O (betaphenylserine methyl ester). RXN SMILES: [CH:1](=[O:8])[C:2]1[CH:7]=[CH:6][CH:5]=[CH:4][CH:3]=1.[CH3:9][O:10][C:11](=[O:14])[CH2:12][NH2:13]>>[CH3:9][O:10][C:11](=[O:14])[C@H:12]([CH:1]([C:2]1[CH:7]=[CH:6][CH:5]=[CH:4][CH:3]=1)[OH:8])[NH2:13]. Reported procedure: European Patent Application No. 0 220 923, published May 6, 1987, corresponding to commonly assigned copending U.S. Patent application Ser. No. 789,595, filed Oct. 21, 1985, describes the use of SHMT obtained from a genetically engineered Escherichia coli strain transformed with the pGS29 plasmid for condensing benzaldehyde and glycine methyl ester to produce betaphenylserine methyl ester. The reaction conditions employed during the condensation reaction include a pH of from 6.5 to 9, a temperat...